Dataset: the Open Reaction Database (ORD), a public repository of structured organic reaction records. Task: describe an organic reaction: reactants, conditions, products, and yield Reactants: C(C1=CC=CC=C1)(=O)O[C@H]1[C@H]([C@@H](O[C@@H]1COC(C1=CC=CC=C1)=O)N1C(=O)NC(=O)C(=C1)C(F)(F)F)OC (3',5'-Di-O-benzoyl-2'-O-methyl-5-trifluoromethyluridine), [OH-].[NH4+] (ammonium hydroxide). Run at temperature 55 celsius. Product: CO[C@H]1[C@@H](O[C@@H]([C@H]1O)CO)N1C(=O)NC(=O)C(=C1)C#N (2'-O-Methyl-5-cyanouridine). As a reaction SMILES: C([O:9][C@@H:10]1[C@@H:14]([CH2:15][O:16]C(=O)C2C=CC=CC=2)[O:13][C@@H:12]([N:25]2[CH:32]=[C:31]([C:33](F)(F)F)[C:29](=[O:30])[NH:28][C:26]2=[O:27])[C@@H:11]1[O:37][CH3:38])(=O)C1C=CC=CC=1.[OH-].[NH4+:40]>>[CH3:38][O:37][C@@H:11]1[C@H:10]([OH:9])[C@@H:14]([CH2:15][OH:16])[O:13][C@H:12]1[N:25]1[CH:32]=[C:31]([C:33]#[N:40])[C:29](=[O:30])[NH:28][C:26]1=[O:27] |f:1.2|. Procedure: 3',5'-Di-O-benzoyl-2'-O-methyl-5-trifluoromethyluridine (1.0 g, 2.1 mmoles) was dissolved in concentrated ammonium hydroxide (60 ml) and heated in a sealed tube at 55° C. for 16 hours. The solvent was removed under reduced pressure and the residue was chromatographed on silica gel (30 g) using a gradient of 0-5% methanol in CH2Cl2 to give 0.3 g (50% crude yield) of oil. A small portion of 2'-O-Methyl-5-cyanouridine crystallized from methanol as a slightly impure white solid, mp 208°-211° C. IR (...